The task is: describe an organic reaction: reactants, conditions, products, and yield. This data is from the Open Reaction Database (ORD), a public repository of structured organic reaction records. The reactants are C(C)(=O)OC(C(C)C1=CC=CC=C1)C(N)=O (carbamoyl-2-phenyl propanol acetate), C(C)(=O)OC[C@H](CC(N)=O)C1=CC=CC=C1 ((R)-3-carbamoyl-2-phenyl propanol acetate). Product: C(N)(=O)C(C(C)C1=CC=CC=C1)O (carbamoyl-2-phenyl propanol). Reaction SMILES: C([O:4][CH:5]([C:14](=[O:16])[NH2:15])[CH:6]([C:8]1[CH:13]=[CH:12][CH:11]=[CH:10][CH:9]=1)[CH3:7])(=O)C.C(OC[C@@H](C1C=CC=CC=1)CC(=O)N)(=O)C>>[C:14]([CH:5]([OH:4])[CH:6]([C:8]1[CH:13]=[CH:12][CH:11]=[CH:10][CH:9]=1)[CH3:7])(=[O:16])[NH2:15]. Procedure: Except for using (R)-3-N-morphoryl carbamoyl-2-phenyl propanol acetate, instead of (R)-3-carbamoyl-2-phenyl propanol acetate, as the starting material, the same procedure with that of Example 67 was repeated. Starting materials: O1CC(NC2=C1C=CC=C2)=O (4H-benzo[1,4]oxazin-3-one), BrC[C@H](CO)C ((S)-3-bromo-2-methylpropanol), C([O-])([O-])=O.[Cs+].[Cs+] (cesium carbonate). Run in CC#N (MeCN). Run at temperature 40 celsius, time 2 day. Product: OC[C@@H](CN1C(COC2=C1C=CC=C2)=O)C ((R)-4-(3-Hydroxy-2-methylpropyl]-4H-benzo[1,4]oxazin-3-one). Isolated yield 147.7%. As a reaction SMILES: [O:1]1[C:6]2[CH:7]=[CH:8][CH:9]=[CH:10][C:5]=2[NH:4][C:3](=[O:11])[CH2:2]1.Br[CH2:13][C@@H:14]([CH3:17])[CH2:15][OH:16].C(=O)([O-])[O-].[Cs+].[Cs+]>CC#N>[OH:16][CH2:15][C@H:14]([CH3:17])[CH2:13][N:4]1[C:5]2[CH:10]=[CH:9][CH:8]=[CH:7][C:6]=2[O:1][CH2:2][C:3]1=[O:11] |f:2.3.4|. Procedure: A 25 mL flask was charged with 4H-benzo[1,4]oxazin-3-one (0.100 g, 0.670 mmol), (S)-3-bromo-2-methylpropanol (0.103 g, 0.670 mmol) and cesium carbonate (0.208 g, 0.670 mmol) in MeCN (10 mL) and stirred at 40° C. for 2 days. The reaction mixture was quenched with water (5 mL), and the product extracted into EtOAc (2×10 mL). The combined organic layers were dried (Na2SO4) and evaporated to give the crude title compound (108LM40-37) (0.219 g). The reactants are crude compound, C(C)OCOC(C)(C)C1=C(C=CC(=C1F)C)B1OC(C(O1)(C)C)(C)C (2-(2-(2-(ethoxymethoxy)propan-2-yl)-3-fluoro-4-methylphenyl)-4,4,5,5-tetramethyl-1,3,2-dioxaborolane), Cl (HCl). Run in C1CCOC1 (THF). Reaction conditions: time 8 hour. Product: FC1=C(C=CC=2B(OC(C21)(C)C)O)C (4-fluoro-3,3,5-trimethylbenzo[c][1,2]oxaborol-1(3H)-ol). Yield: 53.3%. As a reaction SMILES: C(OCOC([C:9]1[C:14]([F:15])=[C:13]([CH3:16])[CH:12]=[CH:11][C:10]=1[B:17]1[O:21][C:20]([CH3:23])([CH3:22])C(C)(C)[O:18]1)(C)C)C.Cl>C1COCC1>[F:15][C:14]1[C:9]2[C:20]([CH3:22])([CH3:23])[O:21][B:17]([OH:18])[C:10]=2[CH:11]=[CH:12][C:13]=1[CH3:16]. Reported procedure: To a solution of the crude compound 2-(2-(2-(ethoxymethoxy)propan-2-yl)-3-fluoro-4-methylphenyl)-4,4,5,5-tetramethyl-1,3,2-dioxaborolane (5.17 g, 14.7 mmol) in THF (147 mL) was added 6 N HCl (147 mL). The reaction mixture was stirred at room temperature overnight, and the resulting mixture was extracted three times with ethyl acetate. The combined extracts were washed with water and brine, dried over with anhydrous Na2SO4, filtered and concentrated under reduced pressure. The residue was purifie...